From a dataset of the Open Reaction Database (ORD), a public repository of structured organic reaction records. describe an organic reaction: reactants, conditions, products, and yield The reactants are O=C([O-])O, O=C(OO)c1cccc(Cl)c1, C=C(Cl)Cl, [K+], O=C(O)c1ccc(CCc2ccc(SCc3ccc4ccccc4n3)cc2)cc1. Yields the product O=C(O)c1ccc(CCc2ccc(S(=O)Cc3ccc4ccccc4n3)cc2)cc1. RXN SMILES: [C:41](=[O:42])([O-:43])[OH:44].[Cl:30][c:31]1[cH:32][cH:33][cH:34][c:35]([C:36]([O:37][OH:39])=[O:38])[cH:40]1.[Cl:46][C:47]([Cl:48])=[CH2:49].[K+:45].[n:1]1[c:2]([CH2:11][S:12][c:13]2[cH:14][cH:15][c:16]([CH2:17][CH2:18][c:19]3[cH:20][cH:21][c:22]([C:23](=[O:24])[OH:25])[cH:26][cH:27]3)[cH:28][cH:29]2)[cH:3][cH:4][c:5]2[cH:6][cH:7][cH:8][cH:9][c:10]12>>[n:1]1[c:2]([CH2:11][S:12]([c:13]2[cH:14][cH:15][c:16]([CH2:17][CH2:18][c:19]3[cH:20][cH:21][c:22]([C:23](=[O:24])[OH:25])[cH:26][cH:27]3)[cH:28][cH:29]2)=[O:38])[cH:3][cH:4][c:5]2[cH:6][cH:7][cH:8][cH:9][c:10]12.